This data is from the Open Reaction Database (ORD), a public repository of structured organic reaction records. The task is: describe an organic reaction: reactants, conditions, products, and yield Starting materials: CC#N, ClCCl, Fc1ccc(CBr)cc1, N#Cc1ccc(OCC(O)CN2CC3CNCC(C2)O3)cc1. Product: N#Cc1ccc(OCC(O)CN2CC3CN(Cc4ccc(F)cc4)CC(C2)O3)cc1. Reaction SMILES: [CH3:35][C:36]#[N:37].[Cl:32][CH2:33][Cl:34].[F:1][c:2]1[cH:3][cH:4][c:5]([CH2:6][Br:7])[cH:8][cH:9]1.[OH:10][CH:11]([CH2:12][O:13][c:14]1[cH:15][cH:16][c:17]([C:18]#[N:19])[cH:20][cH:21]1)[CH2:22][N:23]1[CH2:24][CH:25]2[CH2:26][NH:27][CH2:28][CH:29]([CH2:30]1)[O:31]2>>[F:1][c:2]1[cH:3][cH:4][c:5]([CH2:6][N:27]2[CH2:26][CH:25]3[CH2:24][N:23]([CH2:22][CH:11]([OH:10])[CH2:12][O:13][c:14]4[cH:15][cH:16][c:17]([C:18]#[N:19])[cH:20][cH:21]4)[CH2:30][CH:29]([CH2:28]2)[O:31]3)[cH:8][cH:9]1. Starting materials: Cl (HCl), ClC1=C2C(NC(=N1)C)=CC(=N2)C2=CC=CC=C2 (4-chloro-2-methyl-6-phenylpyrrolo[3,2-d]pyrimidine), C(C)(=O)N1CCNCC1 (1-acetyl-piperazine), base. Run in CCOC(=O)C (EtOAc). Conditions: temperature 180 celsius, time 2 hour. Yields the product Cl.C(C)(=O)N1CCN(CC1)C=1N=C(NC=2C1N=C(C2)C2=CC=CC=C2)C (1-Acetyl-4-(2-methyl-6-phenylpyrrolo[2,3-e]pyrimidin-4-yl)piperazine Hydrochloride). Isolated yield 26.9%. RXN SMILES: [Cl:1][C:2]1[N:7]=[C:6]([CH3:8])[NH:5][C:4]2=[CH:9][C:10]([C:12]3[CH:17]=[CH:16][CH:15]=[CH:14][CH:13]=3)=[N:11][C:3]=12.[C:18]([N:21]1[CH2:26][CH2:25][NH:24][CH2:23][CH2:22]1)(=[O:20])[CH3:19].Cl>CCOC(C)=O>[ClH:1].[C:18]([N:21]1[CH2:26][CH2:25][N:24]([C:2]2[N:7]=[C:6]([CH3:8])[NH:5][C:4]3[C:3]=2[N:11]=[C:10]([C:12]2[CH:17]=[CH:16][CH:15]=[CH:14][CH:13]=2)[CH:9]=3)[CH2:23][CH2:22]1)(=[O:20])[CH3:19] |f:4.5|. Procedure details: To an oven-dried, 50-mL, round-bottomed flask was added 4-chloro-2-methyl-6-phenylpyrrolo[3,2-d]pyrimidine (Example 1(e)) (500 mg, 2.05 mmol) and 1-acetyl-piperazine (Aldrich Chemical Company) (525 mg, 4.10 mmol). The flask was purged with N2 and the mixture was heated to 180° C. for 30 min. The reaction was allowed to cool to room temperature and the crude material was purified by flash chromatography on silica gel with 10% MeOH/EtOAc as eluant to give 600 mg (87% yield) of an off white solid. ... The reactants are BrBr (Bromine), NC=1C(=CC(=NC1)OC)C (5-amino-2-methoxy-4-methylpyridine), [OH-].[Na+] (sodium hydroxide). Run in C(C)(=O)O (acetic acid), C(C)(=O)[O-].[Na+] (sodium acetate), O (water). Conditions: time 20 minute. Yields the product NC=1C(=NC(=CC1C)OC)Br (3-Amino-2-bromo-6-methoxy-4-methylpyridine). Yield: 73.4%. As a reaction SMILES: [Br:1]Br.[NH2:3][C:4]1[C:5]([CH3:12])=[CH:6][C:7]([O:10][CH3:11])=[N:8][CH:9]=1.[OH-].[Na+]>C(O)(=O)C.C([O-])(=O)C.[Na+].O>[NH2:3][C:4]1[C:9]([Br:1])=[N:8][C:7]([O:10][CH3:11])=[CH:6][C:5]=1[CH3:12] |f:2.3,5.6|. Procedure: Bromine (4.8 g) was added in one portion to a mixture of 5-amino-2-methoxy-4-methylpyridine (3.9 g) in acetic acid (25 ml) and sodium acetate (4.0 g). The resulting mixture was stirred for 20 min. and then added to a solution of sodium hydroxide (15 g) in water (200 ml). The product was extracted with chloroform, dried (anhydrous magnesium sulfate), concentrated, and purified on a silica gel column (methylene chloride/ethyl acetate, 19:1→4:1) to give 4.5 g of the title compound, suitable for use... Yield: 75.0%. Product: C(C1=CC=CC=C1)OC=1N=NC(=CC1OCC1=CC=CC=C1)C#CC1=C(C=C(C=C1)C(F)(F)F)Cl (3,4-bis(Benzyloxy)-6-{2-[2-chloro-4-(trifluoromethyl)phenyl]-ethynyl}pyridazine). RXN SMILES: [CH2:1]([O:8][C:9]1[N:10]=[N:11][C:12]([C:23]#[C:24][C:25]2[CH:30]=[CH:29][C:28]([C:31]([F:34])([F:33])[F:32])=[C:27](C)[CH:26]=2)=[CH:13][C:14]=1[O:15][CH2:16][C:17]1[CH:22]=[CH:21][CH:20]=[CH:19][CH:18]=1)[C:2]1[CH:7]=[CH:6][CH:5]=[CH:4][CH:3]=1.C(OC1N=NC(C#C)=CC=1OCC1C=CC=CC=1)C1C=CC=CC=1.BrC1C=CC(C(F)(F)F)=CC=1[Cl:71]>>[CH2:1]([O:8][C:9]1[N:10]=[N:11][C:12]([C:23]#[C:24][C:25]2[CH:30]=[CH:29][C:28]([C:31]([F:34])([F:33])[F:32])=[CH:27][C:26]=2[Cl:71])=[CH:13][C:14]=1[O:15][CH2:16][C:17]1[CH:22]=[CH:21][CH:20]=[CH:19][CH:18]=1)[C:2]1[CH:7]=[CH:6][CH:5]=[CH:4][CH:3]=1. Procedure details: Prepared as described for 3,4-bis(benzyloxy)-6-((3-methyl-4-(trifluoromethyl)phenyl)-ethynyl)pyridazine (Intermediate 74) from 3,4-bis(benzyloxy)-6-ethynylpyridazine (Intermediate 5) and 1-bromo-2-chloro-4-(trifluoromethyl)benzene in 75% yield. Reactants: C(C1=CC=CC=C1)OC=1N=NC(=CC1OCC1=CC=CC=C1)C#CC1=CC(=C(C=C1)C(F)(F)F)C (3,4-bis(benzyloxy)-6-((3-methyl-4-(trifluoromethyl)phenyl)-ethynyl)pyridazine), C(C1=CC=CC=C1)OC=1N=NC(=CC1OCC1=CC=CC=C1)C#C (3,4-bis(Benzyloxy)-6-ethynylpyridazine), BrC1=C(C=C(C=C1)C(F)(F)F)Cl (1-bromo-2-chloro-4-(trifluoromethyl)benzene), C(C1=CC=CC=C1)OC=1N=NC(=CC1OCC1=CC=CC=C1)C#CC1=CC(=C(C=C1)C(F)(F)F)C (3,4-bis(benzyloxy)-6-((3-methyl-4-(trifluoromethyl)phenyl)-ethynyl)pyridazine), C(C1=CC=CC=C1)OC=1N=NC(=CC1OCC1=CC=CC=C1)C#C (3,4-bis(Benzyloxy)-6-ethynylpyridazine). Procedure: Starting from 4-(2-cyclopropylmethoxy-4-fluoro-5-methoxy-phenyl)-5H-pyrrolo[3,2-d]pyrimidine-7-carboxylic acid (example A79) and (R)-3-amino-piperidine-1-carboxylic acid tert-butyl ester the title compound is obtained as colorless solid. Starting materials: C1(CC1)COC1=C(C=C(C(=C1)F)OC)C=1C2=C(N=CN1)C(=CN2)C(=O)O (4-(2-cyclopropylmethoxy-4-fluoro-5-methoxy-phenyl)-5H-pyrrolo[3,2-d]pyrimidine-7-carboxylic acid), C(C)(C)(C)OC(=O)N1C[C@@H](CCC1)N ((R)-3-amino-piperidine-1-carboxylic acid tert-butyl ester). RXN SMILES: [CH:1]1([CH2:4][O:5][C:6]2[CH:11]=[C:10]([F:12])[C:9]([O:13][CH3:14])=[CH:8][C:7]=2[C:15]2[C:16]3[NH:23][CH:22]=[C:21]([C:24]([OH:26])=O)[C:17]=3[N:18]=[CH:19][N:20]=2)[CH2:3][CH2:2]1.[C:27]([O:31][C:32]([N:34]1[CH2:39][CH2:38][CH2:37][C@@H:36]([NH2:40])[CH2:35]1)=[O:33])([CH3:30])([CH3:29])[CH3:28]>>[C:27]([O:31][C:32]([N:34]1[CH2:39][CH2:38][CH2:37][C@@H:36]([NH:40][C:24]([C:21]2[C:17]3[N:18]=[CH:19][N:20]=[C:15]([C:7]4[CH:8]=[C:9]([O:13][CH3:14])[C:10]([F:12])=[CH:11][C:6]=4[O:5][CH2:4][CH:1]4[CH2:2][CH2:3]4)[C:16]=3[NH:23][CH:22]=2)=[O:26])[CH2:35]1)=[O:33])([CH3:30])([CH3:28])[CH3:29]. Yields the product C(C)(C)(C)OC(=O)N1C[C@@H](CCC1)NC(=O)C1=CNC2=C1N=CN=C2C2=C(C=C(C(=C2)OC)F)OCC2CC2 ((R)-3-{[4-(2-Cyclopropylmethoxy-4-fluoro-5-methoxy-phenyl)-5H-pyrrolo[3,2-d]pyrimidine-7-carbonyl]-amino}-piperidine-1-carboxylic acid tert-butyl ester). RXN SMILES: [C:27](=[O:28])([O-:29])[O-:30].[CH2:33]1[O:34][CH2:35][CH2:36][O:37][CH2:38]1.[Cl:17][c:18]1[n:19][cH:20][cH:21][cH:22][c:23]1[N+:24](=[O:25])[O-:26].[K+:31].[K+:32].[NH2:1][c:2]1[cH:3][c:4]([CH:8]=[CH:9][c:10]2[cH:11][n:12][cH:13][c:14]([Br:16])[cH:15]2)[cH:5][cH:6][cH:7]1>>[NH:1]([c:2]1[cH:3][c:4]([CH:8]=[CH:9][c:10]2[cH:11][n:12][cH:13][c:14]([Br:16])[cH:15]2)[cH:5][cH:6][cH:7]1)[c:18]1[n:19][cH:20][cH:21][cH:22][c:23]1[N+:24](=[O:25])[O-:26]. Starting materials: O=C([O-])[O-], C1COCCO1, O=[N+]([O-])c1cccnc1Cl, [K+], [K+], Nc1cccc(C=Cc2cncc(Br)c2)c1. Product: O=[N+]([O-])c1cccnc1Nc1cccc(C=Cc2cncc(Br)c2)c1. Starting materials: CC1(C(=NC=2C=CC3=C(C12)C=CC=C3)C)C (1,1,2-trimethyl-[1H]-benz[e]indole), BrCCC(=O)O (3-bromopropanoic acid), CC1(C=2C=3C=CC=CC3C=CC2[N+](=C1/C=C/C=C/C=C/C=C/4\C(C=5C=6C=CC=CC6C=CC5N4CCC(=O)O)(C)C)CCC(=O)O)C.[Br-] (cypate). Run in ClC1=C(C=CC=C1)Cl (1,2-dichlorobenzene). Run at temperature 110 celsius. Yields the product CC1(C(N(C=2C=CC3=C(C12)C=CC=C3)CCC(=O)O)C)C (1,1,2-trimethyl[1H]-benz[e]indole-3-propanoic acid). As a reaction SMILES: [CH3:1][C:2]1([CH3:47])[C:14](/[CH:15]=C/C=C/C=C/C=C2\C(C)(C)C3C4C=CC=CC=4C=CC=3N\2CCC(O)=O)=[N+:13]([CH2:42][CH2:43][C:44]([OH:46])=[O:45])[C:12]2[CH:11]=[CH:10][C:9]3[CH:8]=[CH:7][CH:6]=[CH:5][C:4]=3[C:3]1=2.[Br-].CC1(C)C2C3C=CC=CC=3C=CC=2N=C1C.BrCCC(O)=O>ClC1C=CC=CC=1Cl>[CH3:1][C:2]1([CH3:47])[C:3]2[C:4]3[CH:5]=[CH:6][CH:7]=[CH:8][C:9]=3[CH:10]=[CH:11][C:12]=2[N:13]([CH2:42][CH2:43][C:44]([OH:46])=[O:45])[CH:14]1[CH3:15] |f:0.1|. Reported procedure: To synthesize cypate, a mixture of 1,1,2-trimethyl-[1H]-benz[e]indole (40.0 g, 19.11 mmol) and 3-bromopropanoic acid (40.0 g, 26.15 mmol) in 1,2-dichlorobenzene (200 mL) was heated at 110° C. for 18 h. After the resulting mixture was cooled to room temperature, the precipitate was collected by filtration, followed by trituration in dichloromethane (DCM) to remove the un-reacted material, and then dried under vacuum to afford 1,1,2-trimethyl[1H]-benz[e]indole-3-propanoic acid. A solution of aceti... Starting materials: N#Cc1c(OC(F)F)cccc1S(=O)(=O)Cl, C1CCOC1, C1CSCN1. The product is N#Cc1c(OC(F)F)cccc1S(=O)(=O)N1CCSC1. Reaction SMILES: [C:1](#[N:2])[c:3]1[c:4]([S:13](=[O:14])(=[O:15])[Cl:16])[cH:5][cH:6][cH:7][c:8]1[O:9][CH:10]([F:11])[F:12].[O:22]1[CH2:23][CH2:24][CH2:25][CH2:26]1.[S:17]1[CH2:18][NH:19][CH2:20][CH2:21]1>>[C:1](#[N:2])[c:3]1[c:4]([S:13](=[O:14])(=[O:15])[N:19]2[CH2:18][S:17][CH2:21][CH2:20]2)[cH:5][cH:6][cH:7][c:8]1[O:9][CH:10]([F:11])[F:12]. The reactants are N1=CC=CC=2CCCC(C12)NCC1=CC=C(C=C1)NC(=O)C1=NC=CC=C1 (pyridine-2-carboxylic acid {4-[(5,6,7,8-tetrahydro-quinolin-8-ylamino)-methyl]-phenyl}-amide), N1C(=NC2=C1C=CC=C2)C=O (1H-benzoimidazole-2-carbaldehyde), [BH-](OC(=O)C)(OC(=O)C)OC(=O)C.[Na+] (NaBH(OAc)3). Product: N1C(=NC2=C1C=CC=C2)CN(C2CCCC=1C=CC=NC21)CC2=CC=C(C=C2)NC(=O)C2=NC=CC=C2 (pyridine-2-carboxylic acid (4-{[(1H-benzoimidazol-2-ylmethyl)-(5,6,7,8-tetrahydro-quinolin-8-yl)-amino]-methyl}-phenyl)-amide). As a reaction SMILES: [N:1]1[C:10]2[CH:9]([NH:11][CH2:12][C:13]3[CH:18]=[CH:17][C:16]([NH:19][C:20]([C:22]4[CH:27]=[CH:26][CH:25]=[CH:24][N:23]=4)=[O:21])=[CH:15][CH:14]=3)[CH2:8][CH2:7][CH2:6][C:5]=2[CH:4]=[CH:3][CH:2]=1.[NH:28]1[C:32]2[CH:33]=[CH:34][CH:35]=[CH:36][C:31]=2[N:30]=[C:29]1[CH:37]=O.[BH-](OC(C)=O)(OC(C)=O)OC(C)=O.[Na+]>>[NH:28]1[C:32]2[CH:33]=[CH:34][CH:35]=[CH:36][C:31]=2[N:30]=[C:29]1[CH2:37][N:11]([CH2:12][C:13]1[CH:18]=[CH:17][C:16]([NH:19][C:20]([C:22]2[CH:27]=[CH:26][CH:25]=[CH:24][N:23]=2)=[O:21])=[CH:15][CH:14]=1)[CH:9]1[C:10]2[N:1]=[CH:2][CH:3]=[CH:4][C:5]=2[CH2:6][CH2:7][CH2:8]1 |f:2.3|. Procedure details: Using general procedure B: Reaction of pyridine-2-carboxylic acid {4-[(5,6,7,8-tetrahydro-quinolin-8-ylamino)-methyl]-phenyl}-amide (AMD9409) (67 mg, 0.19 mmol), 1H-benzoimidazole-2-carbaldehyde (30 mg, 0.21 mmol), and NaBH(OAc)3 (119 mg, 0.50 mmol) for 0.5 h at 60° C. followed by purification of the crude product by column chromatography on silica gel (CH2Cl2/MeOH/NH4OH 198:1:1) gave AMD9413 (48 mg, 53%) as a white foam. 1H NMR (300 MHz, CDCl3) δ 1.62-1.75 (m, 1H), 1.96-2.07 (m, 2H), 2.23-2.30 ...